This data is from the Open Reaction Database (ORD), a public repository of structured organic reaction records. The task is: describe an organic reaction: reactants, conditions, products, and yield Reactants: ClC1=CC(=CC2=C1C(C(=CO2)C2=CC=C(C=C2)O)=O)OCC(=O)OCC (ethyl {[5-chloro-3-(4-hydroxyphenyl)-4-oxo-4H-1-benzopyran-7-yl]oxy}acetate), C([O-])([O-])=O.[K+].[K+] (potassium carbonate), CI (methyl iodide). Run in CC(=O)C (acetone). The product is ClC1=CC(=CC2=C1C(C(=CO2)C2=CC=C(C=C2)OC)=O)OCC(=O)OCC (ethyl {[5-chloro-3-(4-methoxyphenyl)-4-oxo-4H-1-benzopyran-7-yl]oxy}acetate). The yield is 87.6%. Reaction SMILES: [Cl:1][C:2]1[C:7]2[C:8](=[O:19])[C:9]([C:12]3[CH:17]=[CH:16][C:15]([OH:18])=[CH:14][CH:13]=3)=[CH:10][O:11][C:6]=2[CH:5]=[C:4]([O:20][CH2:21][C:22]([O:24][CH2:25][CH3:26])=[O:23])[CH:3]=1.[C:27](=O)([O-])[O-].[K+].[K+].CI>CC(C)=O>[Cl:1][C:2]1[C:7]2[C:8](=[O:19])[C:9]([C:12]3[CH:13]=[CH:14][C:15]([O:18][CH3:27])=[CH:16][CH:17]=3)=[CH:10][O:11][C:6]=2[CH:5]=[C:4]([O:20][CH2:21][C:22]([O:24][CH2:25][CH3:26])=[O:23])[CH:3]=1 |f:1.2.3|. Procedure: In 150 ml of acetone was dissolved 5.5 g of ethyl {[5-chloro-3-(4-hydroxyphenyl)-4-oxo-4H-1-benzopyran-7-yl]oxy}acetate under heating, and 4.8 g of anhydrous potassium carbonate was added thereto. To the solution was added 3.4 ml of methyl iodide, followed by refluxing for 2 hours. After cooling, the solvent was removed by distillation under reduced pressure. Water was added to the residue, and the insoluble material was extracted with ethyl acetate. The organic layer was dried over sodium sulfa... Starting materials: O1CCCC=C1 (dihydropyran), NC1=CC=C(C(=O)OCC)C=C1 (ethyl p-aminobenzoate), ClC1=CC=C(C=C1)S(=O)(=O)NC(C(=O)O)CO ((RS)-2-(4-chlorobenzenesulfonylamino)-3-hydroxypropanoic acid). Product: ClC1=CC=C(C=C1)S(=O)(=O)NC(C(=O)NC1=CC=C(C=C1)C(=O)OCC)COC1OCCCC1 ((RS)-2-(4-chlorobenzenesulfonylamino)-N-(4-ethoxycarbonylphenyl)-3-(tetrahydropyran-2-yloxy)propanamide). Yield: 35.8%. RXN SMILES: [O:1]1[CH:6]=[CH:5][CH2:4][CH2:3][CH2:2]1.[NH2:7][C:8]1[CH:18]=[CH:17][C:11]([C:12]([O:14][CH2:15][CH3:16])=[O:13])=[CH:10][CH:9]=1.[Cl:19][C:20]1[CH:25]=[CH:24][C:23]([S:26]([NH:29][CH:30]([CH2:34][OH:35])[C:31](O)=[O:32])(=[O:28])=[O:27])=[CH:22][CH:21]=1>>[Cl:19][C:20]1[CH:21]=[CH:22][C:23]([S:26]([NH:29][CH:30]([CH2:34][O:35][CH:6]2[CH2:5][CH2:4][CH2:3][CH2:2][O:1]2)[C:31]([NH:7][C:8]2[CH:9]=[CH:10][C:11]([C:12]([O:14][CH2:15][CH3:16])=[O:13])=[CH:17][CH:18]=2)=[O:32])(=[O:27])=[O:28])=[CH:24][CH:25]=1. Reported procedure: The procedure described in Example 1 was repeated, except that dihydropyran (2.7 g) and ethyl p-aminobenzoate (2.13 g) were successively reacted with (RS)-2-(4-chlorobenzenesulfonylamino)-3-hydroxypropanoic acid (3 g) to obtain (RS)-2-(4-chlorobenzenesulfonylamino)-N-(4-ethoxycarbonylphenyl)-3-(tetrahydropyran-2-yloxy)propanamide (1.962 g). The reactants are CC(C)=CCn1c(Br)nc2c1c(=O)n(CC(=O)c1ccccc1)c(=O)n2C, O=C([O-])[O-], COC(=O)C(N)CS, CN(C)C=O, CC(=O)O, Cl, [K+], [K+], O. Product: CC(C)=CCn1c(S)nc2c1c(=O)n(CC(=O)c1ccccc1)c(=O)n2C. Reaction SMILES: [Br:1][c:2]1[n:3][c:4]2[n:5]([CH3:27])[c:6](=[O:26])[n:7]([CH2:17][C:18]([c:19]3[cH:20][cH:21][cH:22][cH:23][cH:24]3)=[O:25])[c:8](=[O:16])[c:9]2[n:10]1[CH2:11][CH:12]=[C:13]([CH3:14])[CH3:15].[C:37](=[O:38])([O-:39])[O-:40].[CH3:29][O:30][C:31](=[O:32])[CH:33]([CH2:34][SH:35])[NH2:36].[CH3:44][N:45]([CH3:46])[CH:47]=[O:48].[CH3:49][C:50](=[O:51])[OH:52].[ClH:28].[K+:41].[K+:42].[OH2:43]>>[c:2]1([SH:35])[n:3][c:4]2[n:5]([CH3:27])[c:6](=[O:26])[n:7]([CH2:17][C:18]([c:19]3[cH:20][cH:21][cH:22][cH:23][cH:24]3)=[O:25])[c:8](=[O:16])[c:9]2[n:10]1[CH2:11][CH:12]=[C:13]([CH3:14])[CH3:15]. The reactants are FC1=CC2=C(NC(S2)=O)C=C1 (6-fluoro-2(3H)-benzothiazolone), C([O-])([O-])=O.[K+].[K+] (potassium carbonate), ClCC1=NOC(=N1)C (3-chloromethyl-5-methyl-1,2,4-oxadiazole). The solvent is C(C)#N (acetonitrile). The product is FC1=CC2=C(N(C(S2)=O)CC2=NOC(=N2)C)C=C1 (6-fluoro-3-(5-methyl-1,2,4-oxadiazol-3-ylmethyl)-2(3H)-benzothiazolone). Isolated yield 91.3%. Reaction SMILES: [F:1][C:2]1[CH:11]=[CH:10][C:5]2[NH:6][C:7](=[O:9])[S:8][C:4]=2[CH:3]=1.C(=O)([O-])[O-].[K+].[K+].Cl[CH2:19][C:20]1[N:24]=[C:23]([CH3:25])[O:22][N:21]=1>C(#N)C>[F:1][C:2]1[CH:11]=[CH:10][C:5]2[N:6]([CH2:19][C:20]3[N:24]=[C:23]([CH3:25])[O:22][N:21]=3)[C:7](=[O:9])[S:8][C:4]=2[CH:3]=1 |f:1.2.3|. Procedure details: A mixture of 6-fluoro-2(3H)-benzothiazolone (8.45 g), acetonitrile (100 ml) and potassium carbonate (7.6 g) was prepared. To this mixture was added dropwise 3-chloromethyl-5-methyl-1,2,4-oxadiazole (7.3 g) at a temperature of 40° to 50° C. under stirring. The reaction mixture was heated under refluxing for 5 hours. The reaction mixture was then cooled and filtered. The filtrate was distilled under a reduced pressure, and the residue was admixed with ethyl acetate (200 ml) and water (100 ml). The... Procedure details: To a stirred solution of sodium hydrogen carbonate (2.73 g, 32.5 mmol) in water (50 mL) was added hydroxylamine hydrochloride (2.30 g, 33.2 mmol) in portions over 30 min. The resultant solution was added to a vigorously stirred suspension of 2-fluoro-3-methoxybenzaldehyde (5.00 g, 32.5 mmol) in ethanol (45 mL) and the reaction mixture stirred at RT for 16 hr. The resultant precipitate was removed by filtration and washed with water (3×100 mL) and then allowed to dry in air to afford 2-fluoro-3-m... Run at time 16 hour. Reaction SMILES: C(=O)([O-])O.[Na+].Cl.[NH2:7][OH:8].[F:9][C:10]1[C:17]([O:18][CH3:19])=[CH:16][CH:15]=[CH:14][C:11]=1[CH:12]=O>O.C(O)C>[F:9][C:10]1[C:17]([O:18][CH3:19])=[CH:16][CH:15]=[CH:14][C:11]=1[CH:12]=[N:7][OH:8] |f:0.1,2.3|. The yield is 85.3%. Reactants: C(O)([O-])=O.[Na+] (sodium hydrogen carbonate), Cl.NO (hydroxylamine hydrochloride), resultant solution, FC1=C(C=O)C=CC=C1OC (2-fluoro-3-methoxybenzaldehyde). Run in O (water), C(C)O (ethanol). Product: FC1=C(C=NO)C=CC=C1OC (2-fluoro-3-methoxybenzaldehyde oxime). Starting materials: CCOc1ccc(-c2ccc3c(c2)C=C(C(=O)OC)CCS3)cc1, C1CCOC1, CO, [Na+], [OH-]. Yields the product CCOc1ccc(-c2ccc3c(c2)C=C(C(=O)O)CCS3)cc1. Reaction SMILES: [CH2:1]([CH3:2])[O:3][c:4]1[cH:5][cH:6][c:7](-[c:10]2[cH:11][cH:12][c:13]3[c:14]([cH:24]2)[CH:15]=[C:16]([C:20](=[O:21])[O:22][CH3:23])[CH2:17][CH2:18][S:19]3)[cH:8][cH:9]1.[CH2:25]1[O:26][CH2:27][CH2:28][CH2:29]1.[CH3:32][OH:33].[Na+:31].[OH-:30]>>[CH2:1]([CH3:2])[O:3][c:4]1[cH:5][cH:6][c:7](-[c:10]2[cH:11][cH:12][c:13]3[c:14]([cH:24]2)[CH:15]=[C:16]([C:20](=[O:21])[OH:22])[CH2:17][CH2:18][S:19]3)[cH:8][cH:9]1.